From a dataset of the Open Reaction Database (ORD), a public repository of structured organic reaction records. describe an organic reaction: reactants, conditions, products, and yield Starting materials: CC1=C(C=CC(=C1)N1CC(CC1)N1C(CCC1)C)N (2-methyl-4-(2-methyl-[1,3′]bipyrrolidinyl-1′-yl)-phenylamine), C(C)(C)N1N=NC2=C1C=CC(=C2)C(=O)O (1-isopropyl-1H-benzotriazole-5-carboxylic acid). The product is CC1=C(C=CC(=C1)N1CC(CC1)N1C(CCC1)C)NC(=O)C1=CC2=C(N(N=N2)C(C)C)C=C1 (1-Isopropyl-1H-benzotriazole-5-carboxylic acid [2-methyl-4-(2-methyl-[1,3′]bipyrrolidinyl-1′-yl)-phenyl]-amide). Reaction SMILES: [CH3:1][C:2]1[CH:7]=[C:6]([N:8]2[CH2:12][CH2:11][CH:10]([N:13]3[CH2:17][CH2:16][CH2:15][CH:14]3[CH3:18])[CH2:9]2)[CH:5]=[CH:4][C:3]=1[NH2:19].[CH:20]([N:23]1[C:27]2[CH:28]=[CH:29][C:30]([C:32](O)=[O:33])=[CH:31][C:26]=2[N:25]=[N:24]1)([CH3:22])[CH3:21]>>[CH3:1][C:2]1[CH:7]=[C:6]([N:8]2[CH2:12][CH2:11][CH:10]([N:13]3[CH2:17][CH2:16][CH2:15][CH:14]3[CH3:18])[CH2:9]2)[CH:5]=[CH:4][C:3]=1[NH:19][C:32]([C:30]1[CH:29]=[CH:28][C:27]2[N:23]([CH:20]([CH3:21])[CH3:22])[N:24]=[N:25][C:26]=2[CH:31]=1)=[O:33]. Procedure details: The title compound was prepared in a manner substantially the same as example 1 by coupling 2-methyl-4-(2-methyl-[1,3′]bipyrrolidinyl-1′-yl)-phenylamine with 1-isopropyl-1H-benzotriazole-5-carboxylic acid. MS: 447.3 (M+H). Starting materials: C(C=1C(N)=CC=CC1)(=O)O (anthranilic acid), [Br-].BrCCC[NH+]1CCCCC1 (1-(3-bromopropyl)piperidinium bromide), CN (methylamine), FC1=C(C=O)C=CC(=C1)OC (2-fluoro-4-methoxybenzaldehyde). The product is CN1C(=NC2=CC=CC=C2C1=O)C1=C(C=C(C=C1)OCCCN1CCCC1)F (3-Methyl-2-[2-fluoro-4-(3-pyrrolidin-1-ylpropoxy)phenyl]-4(3H)-quinazolinone). Reaction SMILES: [C:1]([OH:10])(=O)[C:2]1[C:3](=[CH:5][CH:6]=[CH:7][CH:8]=1)[NH2:4].[CH3:11][NH2:12].[F:13][C:14]1[CH:21]=[C:20]([O:22][CH3:23])[CH:19]=[CH:18][C:15]=1[CH:16]=O.[Br-].BrCC[CH2:28][NH+:29]1[CH2:34][CH2:33][CH2:32][CH2:31][CH2:30]1>>[CH3:11][N:12]1[C:1](=[O:10])[C:2]2[C:3](=[CH:5][CH:6]=[CH:7][CH:8]=2)[N:4]=[C:16]1[C:15]1[CH:18]=[CH:19][C:20]([O:22][CH2:23][CH2:33][CH2:34][N:29]2[CH2:28][CH2:32][CH2:31][CH2:30]2)=[CH:21][C:14]=1[F:13] |f:3.4|. Procedure: The entitled compound was obtained according to the method of Example 77 but starting from anthranilic acid, methylamine, 2-fluoro-4-methoxybenzaldehyde and 1-(3-bromopropyl)piperidinium bromide. Starting materials: C=CC(=O)OC(C)(C)C, CN(C)C=O, COC(=O)C(Cl)Cl, Cl, [H-], [Na+], O. The product is COC(=O)C1(Cl)CC1C(=O)OC(C)(C)C. Reaction SMILES: [C:3]([CH:4]=[CH2:5])(=[O:6])[O:7][C:8]([CH3:9])([CH3:10])[CH3:11].[CH3:20][N:21]([CH3:22])[CH:23]=[O:24].[Cl:12][CH:13]([C:14](=[O:15])[O:16][CH3:17])[Cl:18].[ClH:19].[H-:1].[Na+:2].[OH2:25]>>[C:3]([CH:4]1[CH2:5][C:13]1([Cl:12])[C:14](=[O:15])[O:16][CH3:17])(=[O:6])[O:7][C:8]([CH3:9])([CH3:10])[CH3:11].